From a dataset of the Open Reaction Database (ORD), a public repository of structured organic reaction records. describe an organic reaction: reactants, conditions, products, and yield Reactants: BrC=1N=C(C(=NC1)NC1CCC1)O (5-bromo-2-(N-cyclobutylamino)-3-hydroxypyrazine), BrCC(=O)OC(C)(C)C (tert-butyl bromoacetate), ice water, CaH2. Solvent: O1CCCC1 (tetrahydrofuran), O1CCCC1 (tetrahydrofuran), O1CCCC1 (tetrahydrofuran). Conditions: time 18 hour. Yields the product BrC1=CN=C(C(N1CC(=O)OC(C)(C)C)=O)NC1CCC1 (6-Bromo-1-t-butoxycarbonylmethyl-3-(N-cyclobutylamino)pyrazinone). Yield: 72.0%. As a reaction SMILES: [Br:1][C:2]1[N:3]=[C:4]([OH:13])[C:5]([NH:8][CH:9]2[CH2:12][CH2:11][CH2:10]2)=[N:6][CH:7]=1.Br[CH2:15][C:16]([O:18][C:19]([CH3:22])([CH3:21])[CH3:20])=[O:17]>O1CCCC1>[Br:1][C:2]1[N:3]([CH2:15][C:16]([O:18][C:19]([CH3:22])([CH3:21])[CH3:20])=[O:17])[C:4](=[O:13])[C:5]([NH:8][CH:9]2[CH2:12][CH2:11][CH2:10]2)=[N:6][CH:7]=1. Procedure details: To a suspension of CaH2 (1.7246 g, 40.96 mmol) in 80.0 mL tetrahydrofuran (0.50 M) was added 5-bromo-2-(N-cyclobutylamino)-3-hydroxypyrazine (EX-115C) (5.0477 g, 20.68 mmol) in 50.0 mL tetrahydrofuran (0.41 M) dropwise via an addition funnel. The resulting suspension was heated to reflux for 30 minutes. To the mixture was then added a solution of tert-butyl bromoacetate (3.40 mL, 23.03 mmol) in tetrahydrofuran (2.3 M). Refluxing of the mixture was continued for 18 hours. The reaction mixture was... Starting materials: CC(=O)O, O=c1oc(-c2c(F)cccc2F)nc2cc([N+](=O)[O-])ccc12. Yields the product Nc1ccc2c(=O)oc(-c3c(F)cccc3F)nc2c1. Reaction SMILES: [CH3:23][C:24](=[O:25])[OH:26].[N+:1]([O-:2])(=[O:3])[c:4]1[cH:5][cH:6][c:7]2[c:8]([n:9][c:10](-[c:14]3[c:15]([F:21])[cH:16][cH:17][cH:18][c:19]3[F:20])[o:11][c:12]2=[O:13])[cH:22]1>>[NH2:1][c:4]1[cH:5][cH:6][c:7]2[c:8]([n:9][c:10](-[c:14]3[c:15]([F:21])[cH:16][cH:17][cH:18][c:19]3[F:20])[o:11][c:12]2=[O:13])[cH:22]1. Reactants: BrC=1C=C(C=CC1)CCCNC(OC(C)(C)C)=O (tert-butyl 3-(3-bromophenyl)propylcarbamate), COCCC#C (4-methoxybut-1-yne). Product: COCCC#CC=1C=C(C=CC1)CCCNC(OC(C)(C)C)=O (tert-butyl 3-(3-(4-methoxybut-1-ynyl)phenyl)propylcarbamate). Reaction SMILES: Br[C:2]1[CH:3]=[C:4]([CH2:8][CH2:9][CH2:10][NH:11][C:12](=[O:18])[O:13][C:14]([CH3:17])([CH3:16])[CH3:15])[CH:5]=[CH:6][CH:7]=1.[CH3:19][O:20][CH2:21][CH2:22][C:23]#[CH:24]>>[CH3:19][O:20][CH2:21][CH2:22][C:23]#[C:24][C:2]1[CH:3]=[C:4]([CH2:8][CH2:9][CH2:10][NH:11][C:12](=[O:18])[O:13][C:14]([CH3:17])([CH3:16])[CH3:15])[CH:5]=[CH:6][CH:7]=1. Procedure: Sonogashira reaction of bromide 57 with 4-methoxybut-1-yne gave tert-butyl 3-(3-(4-methoxybut-1-ynyl)phenyl)propylcarbamate as yellow oil. Yield (0.83 g, 77%): 1H NMR (400 MHz, CDCl3) δ 7.22-7.25 (m, 2H), 7.16-7.21 (m, 1H), 7.09 (d, J=7.6 Hz, 1H), 4.51 (bs, 1H), 3.60 (t, J=7.8 Hz, 2H), 3.41 (s, 3H), 3.10-3.16 (m, 2H), 2.69 (t, J=7.0 Hz, 2H), 2.59 (t, J=7.6 Hz, 2H), 1.76-1.84 (m, 2H), 1.44 (s, 9H). Starting materials: C(C1=CC=CC=C1)OC1C(OC2OC(OC21)(C)C)C2OC(OC2)(C)C (6-Benzyloxy-5-(2,2-dimethyl-[1,3]dioxolan-4-yl)-2,2-dimethyl-tetrahydro-furo[2,3-d][1,3]dioxole), aqueous solution. Solvent: C(C)(=O)O (acetic acid). Yields the product C(C1=CC=CC=C1)OC1C(OC2OC(OC21)(C)C)C(CO)O (1-(6-Benzyloxy-2,2-dimethyl-tetrahydro-furo[2,3-d][1,3]dioxol-5-yl)-ethane-1,2-diol). The yield is 80.0%. Reaction SMILES: [CH2:1]([O:8][CH:9]1[CH:16]2[CH:12]([O:13][C:14]([CH3:18])([CH3:17])[O:15]2)[O:11][CH:10]1[CH:19]1[CH2:23][O:22]C(C)(C)[O:20]1)[C:2]1[CH:7]=[CH:6][CH:5]=[CH:4][CH:3]=1>C(O)(=O)C>[CH2:1]([O:8][CH:9]1[CH:16]2[CH:12]([O:13][C:14]([CH3:18])([CH3:17])[O:15]2)[O:11][CH:10]1[CH:19]([OH:20])[CH2:23][OH:22])[C:2]1[CH:7]=[CH:6][CH:5]=[CH:4][CH:3]=1. Procedure details: To a flask charged with 6-Benzyloxy-5-(2,2-dimethyl-[1,3]dioxolan-4-yl)-2,2-dimethyl-tetrahydro-furo[2,3-d][1,3]dioxole was added 75% aqueous solution of acetic acid. The reaction was stirred, extracted, washed, dried and the solvent was evaporated to provide the titled compound in 80% yield. Starting materials: BrC1=CC=C(C=C1)C(CCN1C=NC=C1)C1=CC=C(C=C1)Cl (1-[3-(4-Bromo-phenyl)-3-(4-chloro-phenyl)-propyl]-1H-imidazole), CC1(OB(OC1(C)C)C=1C=NNC1)C (4-(4,4,5,5-tetramethyl-1,3,2-dioxaborolan-2-yl)-1H-pyrazole). Product: ClC1=CC=C(C=C1)C(CCN1C=NC=C1)C1=CC=C(C=C1)C=1C=NNC1 (4-{4-[1-(4-Chloro-phenyl)-3-imidazol-1-yl-propyl]-phenyl}-1H-pyrazole). RXN SMILES: Br[C:2]1[CH:7]=[CH:6][C:5]([CH:8]([C:16]2[CH:21]=[CH:20][C:19]([Cl:22])=[CH:18][CH:17]=2)[CH2:9][CH2:10][N:11]2[CH:15]=[CH:14][N:13]=[CH:12]2)=[CH:4][CH:3]=1.CC1(C)C(C)(C)OB([C:31]2[CH:32]=[N:33][NH:34][CH:35]=2)O1>>[Cl:22][C:19]1[CH:20]=[CH:21][C:16]([CH:8]([C:5]2[CH:6]=[CH:7][C:2]([C:31]3[CH:32]=[N:33][NH:34][CH:35]=3)=[CH:3][CH:4]=2)[CH2:9][CH2:10][N:11]2[CH:15]=[CH:14][N:13]=[CH:12]2)=[CH:17][CH:18]=1. Procedure: 1-[3-(4-Bromo-phenyl)-3-(4-chloro-phenyl)-propyl]-1H-imidazole was reacted with 4-(4,4,5,5-tetramethyl-1,3,2-dioxaborolan-2-yl)-1H-pyrazole following the procedure set out in Example 1 to give the title compound. LC/MS: (PS-A2) Rt 2.21 [M+H]+ 363.28. 1H NMR (Me-d3-OD) δ 2.55-2.70 (2H, m), 3.85-3.95 (1H, m), 3.95-4.10 (2H, m), 7.05 (1H, s), 7.10-7.60 (9H, m), 7.65 (1H, s), 7.90-8.00 (2H, d). The reactants are C1(=CC=CC=C1)C=1NC2=C(N1)C=CC=C2 (2-phenylbenzimidazole), C1CCC2=NCCCN2CC1 (DBU). Conditions: temperature 90 celsius. Product: CN1C(=NC2=C1C=CC=C2)C2=CC=CC=C2 (1-methyl-2-phenylbenzimidazole). As a reaction SMILES: [C:1]1([C:7]2[NH:8][C:9]3[CH:15]=[CH:14][CH:13]=[CH:12][C:10]=3[N:11]=2)[CH:6]=[CH:5][CH:4]=[CH:3][CH:2]=1.[CH2:16]1CCN2C(=NCCC2)CC1>>[CH3:16][N:11]1[C:10]2[CH:12]=[CH:13][CH:14]=[CH:15][C:9]=2[N:8]=[C:7]1[C:1]1[CH:2]=[CH:3][CH:4]=[CH:5][CH:6]=1. Reported procedure: To a mixture of 2-phenylbenzimidazole (1.02 g, 5.25 mmol) in DMC (10 mL), DBU (0.80 g, 5.25 mmol) was added and the resulting mixture was heated to reflux (90° C.) for 6 hours. The solvent was evaporated under vacuum and the resulting oil was dissolved in methylene chloride (2 mL) and filtered through silica gel (2:1 EtOA/hexane). The solvent was evaporated under vacuum to afford 1-methyl-2-phenylbenzimidazole as a solid. The yield of 1-methyl-2-phenylbenzimiazole as determined by HPLC analysis ...